Task: describe an organic reaction: reactants, conditions, products, and yield. Dataset: the Open Reaction Database (ORD), a public repository of structured organic reaction records The reactants are BrC1=NN=C(S1)N(C1CC(NC(C1)(C)C)(C)C)C (5-bromo-N-methyl-N-(2,2,6,6-tetramethylpiperidin-4-yl)-1,3,4-thiadiazol-2-amine), BrC1=NN=C(S1)N(C1CC(NC(C1)(C)C)(C)C)C (5-bromo-N-methyl-N-(2,2,6,6-tetramethylpiperidin-4-yl)-1,3,4-thiadiazol-2-amine), COC1=C(C=C2C=CC=NC2=C1)B(O)O ((7-methoxyquinolin-6-yl)boronic acid), C([O-])([O-])=O.[Na+].[Na+] (sodium carbonate), Cl (HCl), O1CCOCC1 (dioxane). Reagents/catalysts: C=1C=CC(=CC1)[P](C=2C=CC=CC2)(C=3C=CC=CC3)[Pd]([P](C=4C=CC=CC4)(C=5C=CC=CC5)C=6C=CC=CC6)([P](C=7C=CC=CC7)(C=8C=CC=CC8)C=9C=CC=CC9)[P](C=1C=CC=CC1)(C=1C=CC=CC1)C=1C=CC=CC1 (Tetrakis(triphenylphosphine)palladium(0)). The solvent is C(OC)COC.O (dimethoxyethane water), O (water). Conditions: temperature 140 celsius. The product is COC1=C(C=C2C=CC=NC2=C1)C1=NN=C(S1)N(C1CC(NC(C1)(C)C)(C)C)C (5-(7-methoxyquinolin-6-yl)-N-methyl-N-(2,2,6,6-tetramethylpiperidin-4-yl)-1,3,4-thiadiazol-2-amine). Yield: 84.2%. RXN SMILES: Br[C:2]1[S:6][C:5]([N:7]([CH3:18])[CH:8]2[CH2:13][C:12]([CH3:15])([CH3:14])[NH:11][C:10]([CH3:17])([CH3:16])[CH2:9]2)=[N:4][N:3]=1.[CH3:19][O:20][C:21]1[CH:30]=[C:29]2[C:24]([CH:25]=[CH:26][CH:27]=[N:28]2)=[CH:23][C:22]=1B(O)O.C(=O)([O-])[O-].[Na+].[Na+].Cl.O1CCOCC1>O.C1C=CC([P]([Pd]([P](C2C=CC=CC=2)(C2C=CC=CC=2)C2C=CC=CC=2)([P](C2C=CC=CC=2)(C2C=CC=CC=2)C2C=CC=CC=2)[P](C2C=CC=CC=2)(C2C=CC=CC=2)C2C=CC=CC=2)(C2C=CC=CC=2)C2C=CC=CC=2)=CC=1.C(COC)OC.O>[CH3:19][O:20][C:21]1[CH:30]=[C:29]2[C:24]([CH:25]=[CH:26][CH:27]=[N:28]2)=[CH:23][C:22]=1[C:2]1[S:6][C:5]([N:7]([CH3:18])[CH:8]2[CH2:13][C:12]([CH3:15])([CH3:14])[NH:11][C:10]([CH3:17])([CH3:16])[CH2:9]2)=[N:4][N:3]=1 |f:2.3.4,9.10,^1:51,53,72,91|. Procedure details: In a microwave tube, a mixture of 5-bromo-N-methyl-N-(2,2,6,6-tetramethylpiperidin-4-yl)-1,3,4-thiadiazol-2-amine (Intermediate 4) (100 mg, 0.300 mmol), (7-methoxyquinolin-6-yl)boronic acid (˜50% by weight, 171 mg, 0.420 mmol) and sodium carbonate (95 mg, 0.90 mmol) in 3:1 dimethoxyethane/water (2.5 mL) was degassed with a dry stream of nitrogen for five minutes. Tetrakis(triphenylphosphine)palladium(0) (34.7 mg, 0.030 mmol) was added and the mixture heated in a microwave at 140° C. for 30 min. ... Yields the product Cl, Cc1csc2c(C3CCNCC3)noc12. RXN SMILES: [C:1]([O:2][C:3](=[O:4])[N:8]1[CH2:9][CH2:10][CH:11]([c:14]2[n:15][o:16][c:17]3[c:18]2[s:19][cH:20][c:21]3[CH3:22])[CH2:12][CH2:13]1)([CH3:5])([CH3:6])[CH3:7].[CH3:24][OH:25].[ClH:23]>>[ClH:23].[NH:8]1[CH2:9][CH2:10][CH:11]([c:14]2[n:15][o:16][c:17]3[c:18]2[s:19][cH:20][c:21]3[CH3:22])[CH2:12][CH2:13]1. The reactants are Cc1csc2c(C3CCN(C(=O)OC(C)(C)C)CC3)noc12, CO, Cl. As a reaction SMILES: [Br:1][c:2]1[cH:3][cH:4][c:5]([C:8]2([C:11](=[O:12])[O:13][C:14]([CH3:15])([CH3:16])[CH3:17])[CH2:9][CH2:10]2)[cH:6][cH:7]1.[CH3:34][c:35]1[cH:36][cH:37][cH:38][cH:39][cH:40]1.[Cl:31][CH2:32][Cl:33].[Cl:41][Pd:42][Cl:43].[N:18]1([C:24](=[O:25])[O:26][C:27]([CH3:28])([CH3:29])[CH3:30])[CH2:19][CH2:20][NH:21][CH2:22][CH2:23]1>>[c:2]1([N:21]2[CH2:20][CH2:19][N:18]([C:24](=[O:25])[O:26][C:27]([CH3:28])([CH3:29])[CH3:30])[CH2:23][CH2:22]2)[cH:3][cH:4][c:5]([C:8]2([C:11](=[O:12])[O:13][C:14]([CH3:15])([CH3:16])[CH3:17])[CH2:9][CH2:10]2)[cH:6][cH:7]1. Reactants: CC(C)(C)OC(=O)C1(c2ccc(Br)cc2)CC1, Cc1ccccc1, ClCCl, Cl[Pd]Cl, CC(C)(C)OC(=O)N1CCNCC1. Yields the product CC(C)(C)OC(=O)N1CCN(c2ccc(C3(C(=O)OC(C)(C)C)CC3)cc2)CC1. The reactants are COCCBr, O=C([O-])[O-], CC#N, CCOC(C)=O, [K+], [K+], COC(=O)c1cccc(OC(=O)c2ccccc2)c1O. The product is COCCOc1c(OC(=O)c2ccccc2)cccc1C(=O)OC. Reaction SMILES: [Br:30][CH2:31][CH2:32][O:33][CH3:34].[C:21](=[O:22])([O-:23])[O-:24].[CH3:27][C:28]#[N:29].[CH3:35][CH2:36][O:37][C:38](=[O:39])[CH3:40].[K+:25].[K+:26].[OH:1][c:2]1[c:3]([C:4](=[O:5])[O:6][CH3:7])[cH:8][cH:9][cH:10][c:11]1[O:12][C:13](=[O:14])[c:15]1[cH:16][cH:17][cH:18][cH:19][cH:20]1>>[O:1]([c:2]1[c:3]([C:4](=[O:5])[O:6][CH3:7])[cH:8][cH:9][cH:10][c:11]1[O:12][C:13](=[O:14])[c:15]1[cH:16][cH:17][cH:18][cH:19][cH:20]1)[CH2:31][CH2:32][O:33][CH3:34]. The reactants are ClCc1ccc(Cl)nc1, [H-], [H][H], [Na+], CN(C)C=O, COc1ccc(C2OCCO2)c2c1NC(=O)CC2, O. Product: COc1ccc(C2OCCO2)c2c1N(Cc1ccc(Cl)nc1)C(=O)CC2. Reaction SMILES: [Cl:23][c:24]1[n:25][cH:26][c:27]([CH2:30][Cl:31])[cH:28][cH:29]1.[H-:1].[H:21][H:22].[Na+:2].[O:33]=[CH:34][N:35]([CH3:36])[CH3:37].[O:3]1[CH:4]([c:8]2[c:9]3[c:14]([c:15]([O:18][CH3:19])[cH:16][cH:17]2)[NH:13][C:12](=[O:20])[CH2:11][CH2:10]3)[O:5][CH2:6][CH2:7]1.[OH2:32]>>[O:3]1[CH:4]([c:8]2[c:9]3[c:14]([c:15]([O:18][CH3:19])[cH:16][cH:17]2)[N:13]([CH2:30][c:27]2[cH:26][n:25][c:24]([Cl:23])[cH:29][cH:28]2)[C:12](=[O:20])[CH2:11][CH2:10]3)[O:5][CH2:6][CH2:7]1. Starting materials: COC1=C(OC)C(=O)C(CCCCCCCCCCCOC(C)=O)=C(C)C1=O, O=C([O-])O, CO, Cl, [Na+]. Product: COC1=C(OC)C(=O)C(CCCCCCCCCCCO)=C(C)C1=O. Reaction SMILES: [C:1](=[O:2])([CH3:3])[O:4][CH2:5][CH2:6][CH2:7][CH2:8][CH2:9][CH2:10][CH2:11][CH2:12][CH2:13][CH2:14][CH2:15][C:16]1=[C:17]([CH3:28])[C:18](=[O:27])[C:19]([O:25][CH3:26])=[C:20]([O:23][CH3:24])[C:21]1=[O:22].[C:30](=[O:31])([OH:32])[O-:33].[CH3:35][OH:36].[ClH:29].[Na+:34]>>[OH:4][CH2:5][CH2:6][CH2:7][CH2:8][CH2:9][CH2:10][CH2:11][CH2:12][CH2:13][CH2:14][CH2:15][C:16]1=[C:17]([CH3:28])[C:18](=[O:27])[C:19]([O:25][CH3:26])=[C:20]([O:23][CH3:24])[C:21]1=[O:22].